From a dataset of the Open Reaction Database (ORD), a public repository of structured organic reaction records. describe an organic reaction: reactants, conditions, products, and yield Starting materials: BrC1=CSC2=C1OC(=CC2=O)N2CCOCC2 (3-bromo-5-morpholino-7H-thieno[3,2-b]pyran-7-one), C1(=CC=CC=C1)B(O)O (phenylboronic acid), C([O-])([O-])=O.[Cs+].[Cs+] (cesium carbonate). The reagents and catalysts are C=1C=CC(=CC1)[P](C=2C=CC=CC2)(C=3C=CC=CC3)[Pd]([P](C=4C=CC=CC4)(C=5C=CC=CC5)C=6C=CC=CC6)([P](C=7C=CC=CC7)(C=8C=CC=CC8)C=9C=CC=CC9)[P](C=1C=CC=CC1)(C=1C=CC=CC1)C=1C=CC=CC1 (tetrakis(triphenylphosphine)palladium(0)). The solvent is C(OC)COC (dimethoxyethane). Reaction conditions: temperature 130 celsius. Product: O1CCN(CC1)C1=CC(C2=C(O1)C(=CS2)C2=CC=CC=C2)=O (5-morpholino-3-phenyl-7H-thieno[3,2-b]pyran-7-one). The yield is 2.0%. RXN SMILES: Br[C:2]1[C:6]2[O:7][C:8]([N:12]3[CH2:17][CH2:16][O:15][CH2:14][CH2:13]3)=[CH:9][C:10](=[O:11])[C:5]=2[S:4][CH:3]=1.[C:18]1(B(O)O)[CH:23]=[CH:22][CH:21]=[CH:20][CH:19]=1.C(=O)([O-])[O-].[Cs+].[Cs+]>C1C=CC([P]([Pd]([P](C2C=CC=CC=2)(C2C=CC=CC=2)C2C=CC=CC=2)([P](C2C=CC=CC=2)(C2C=CC=CC=2)C2C=CC=CC=2)[P](C2C=CC=CC=2)(C2C=CC=CC=2)C2C=CC=CC=2)(C2C=CC=CC=2)C2C=CC=CC=2)=CC=1.C(COC)OC>[O:15]1[CH2:16][CH2:17][N:12]([C:8]2[O:7][C:6]3[C:2]([C:18]4[CH:23]=[CH:22][CH:21]=[CH:20][CH:19]=4)=[CH:3][S:4][C:5]=3[C:10](=[O:11])[CH:9]=2)[CH2:13][CH2:14]1 |f:2.3.4,^1:36,38,57,76|. Procedure details: A 2 mL conical microwave vial was charged with a magnetic stirring bar, 3-bromo-5-morpholino-7H-thieno[3,2-b]pyran-7-one (103) (50 mg, 0.16 mmol), phenylboronic acid (29 mg, 0.24 mmol), cesium carbonate (103 mg, 0.32 mmol), tetrakis(triphenylphosphine)palladium(0) (9 mg, 0.008 mmol), and dimethoxyethane (1 mL). The reaction mixture was magnetically stirred and heated via microwave irradiation for 15 minutes at 130° C. Upon cooling to room temperature, the reaction was concentrated in vacuo and p...